From a dataset of the Open Reaction Database (ORD), a public repository of structured organic reaction records. describe an organic reaction: reactants, conditions, products, and yield Reactants: FC1=C(C=CC(=C1)I)CC(=O)O (2-fluoro-4-iodo phenyl acetic acid), C(C)(C)N(C(C)C)CC (N,N-diisopropyl ethyl amine), C(C)(=O)OCBr.CCC(=O)OBr (acetoxy methyl bromide bromo methylacetate). The solvent is C(C)#N (acetonitrile). Run at time 8 hour. The product is C(C)(=O)OCOC(CC1=C(C=C(C=C1)I)F)=O ((2-Fluoro-4-iodo-phenyl)-acetic acid acetoxymethyl ester). Yield: 72.0%. RXN SMILES: [F:1][C:2]1[CH:7]=[C:6]([I:8])[CH:5]=[CH:4][C:3]=1[CH2:9][C:10]([OH:12])=[O:11].C(N(CC)C(C)C)(C)C.[C:22]([O:25][CH2:26]Br)(=[O:24])[CH3:23].CCC(OBr)=O>C(#N)C>[C:22]([O:25][CH2:26][O:11][C:10](=[O:12])[CH2:9][C:3]1[CH:4]=[CH:5][C:6]([I:8])=[CH:7][C:2]=1[F:1])(=[O:24])[CH3:23] |f:2.3|. Reported procedure: A solution of 2-fluoro-4-iodo phenyl acetic acid (described in U.S. Pat. No. 6,252,090, incorporated herein by reference; 0.82 g, 2.93 mmol) in anhydrous acetonitrile (10 mL) was treated with N,N-diisopropyl ethyl amine (1.27 mL, 7.32 mmol) followed by acetoxy methyl bromide/bromo methylacetate (0.896 g, 5.86 mmol) and the resulting reaction mixture was stirred overnight at ambient temperature. The volatiles were evaporated in vacuo and the residue was diluted with water and extracted with dieth... Reactants: COC(=O)C(Oc1ccc2ncc(Br)cc2c1)SC, CCO, Cl, [Na+], [OH-], O. The product is CSC(Oc1ccc2ncc(Br)cc2c1)C(=O)O. Reaction SMILES: [CH3:1][O:2][C:3]([CH:4]([S:5][CH3:6])[O:7][c:8]1[cH:9][c:10]2[cH:11][c:12]([Br:18])[cH:13][n:14][c:15]2[cH:16][cH:17]1)=[O:19].[CH3:23][CH2:24][OH:25].[ClH:22].[Na+:21].[OH-:20].[OH2:26]>>[O:2]=[C:3]([CH:4]([S:5][CH3:6])[O:7][c:8]1[cH:9][c:10]2[cH:11][c:12]([Br:18])[cH:13][n:14][c:15]2[cH:16][cH:17]1)[OH:19].